This data is from the Open Reaction Database (ORD), a public repository of structured organic reaction records. The task is: describe an organic reaction: reactants, conditions, products, and yield Reactants: NC=1C=C2C[C@@]3(CC2=CC1)N(C(NC3=O)=O)C ((R)-5′-Amino-3-methyl-spiro[imidazolidine-4,2′-indane]-2,5-dione), NC=1C=C2C[C@@]3(CC2=CC1)N(C(NC3=O)=O)C ((R)-5′-Amino-3-methyl-spiro[imidazolidine-4,2′-indane]-2,5-dione), ClN1C(CCC1=O)=O (N-chlorosuccinimide). The solvent is CC(=O)O (AcOH). Conditions: time 5 hour. Yields the product NC=1C(=C2C[C@@]3(CC2=CC1)N(C(NC3=O)=O)C)Cl ((R)-5′-amino-4′-chloro-3-methyl-spiro[imidazolidine-4,2′-indane]-2,5-dione). RXN SMILES: [NH2:1][C:2]1[CH:3]=[C:4]2[C:8](=[CH:9][CH:10]=1)[CH2:7][C@:6]1([C:14](=[O:15])[NH:13][C:12](=[O:16])[N:11]1[CH3:17])[CH2:5]2.[Cl:18]N1C(=O)CCC1=O>CC(O)=O>[NH2:1][C:2]1[C:3]([Cl:18])=[C:4]2[C:8](=[CH:9][CH:10]=1)[CH2:7][C@:6]1([C:14](=[O:15])[NH:13][C:12](=[O:16])[N:11]1[CH3:17])[CH2:5]2. Procedure: (R)-5′-Amino-3-methyl-spiro[imidazolidine-4,2′-indane]-2,5-dione (265 mg, 1.15 mmol, described in Intermediate 8) was dissolved in AcOH (7 mL) and N-chlorosuccinimide (145 mg, 1.09 mmol) was added in one portion. The mixture was stirred at ambient temperature for 5 h, then the solvent was removed in vacuo. The residue was partitioned between saturated aqueous NaHCO3 (20 mL) and CH2Cl2 (70 mL). The organic layer was dried (Na2SO4), filtered, and concentrated under reduced pressure. The crude prod... Reactants: ClC=1C=C(C=CC1F)NC1=C(C=NC2=CC(=C(C=C12)NC(C=CCBr)=O)OC)C#N (4-bromo-but-2-enoic acid[4-(3-chloro-4-fluoro-phenylamino)-3-cyano-7-methoxy-quinolin-6-yl]-amide), CC=1N=CSC1 (4-methyl thiazole). Solvent: C(C)(=O)OCC (ethyl acetate). Yields the product [Br-].ClC=1C=C(C=CC1F)NC1=C(C=NC2=CC(=C(C=C12)NC(=O)C=CC[N+]1=CSC=C1C)OC)C#N (3-{3-[4-(3-Chloro-4-fluoro-phenylamino)-3-cyano-7-methoxy-quinolin-6-ylcarbamoyl]-allyl}-4-methyl-thiazol-3-ium Bromide). Yield: 36.4%. RXN SMILES: [Cl:1][C:2]1[CH:3]=[C:4]([NH:9][C:10]2[C:19]3[C:14](=[CH:15][C:16]([O:27][CH3:28])=[C:17]([NH:20][C:21](=[O:26])[CH:22]=[CH:23][CH2:24][Br:25])[CH:18]=3)[N:13]=[CH:12][C:11]=2[C:29]#[N:30])[CH:5]=[CH:6][C:7]=1[F:8].[CH3:31][C:32]1[N:33]=[CH:34][S:35][CH:36]=1>C(OCC)(=O)C>[Br-:25].[Cl:1][C:2]1[CH:3]=[C:4]([NH:9][C:10]2[C:19]3[C:14](=[CH:15][C:16]([O:27][CH3:28])=[C:17]([NH:20][C:21]([CH:22]=[CH:23][CH2:24][N+:33]4[C:32]([CH3:31])=[CH:36][S:35][CH:34]=4)=[O:26])[CH:18]=3)[N:13]=[CH:12][C:11]=2[C:29]#[N:30])[CH:5]=[CH:6][C:7]=1[F:8] |f:3.4|. Procedure details: A solution of 0.7 g (1.4 mmol) of 4-bromo-but-2-enoic acid[4-(3-chloro-4-fluoro-phenylamino)-3-cyano-7-methoxy-quinolin-6-yl]-amide and 0.85 g (8.6 mmol) of 4-methyl thiazole was refluxed for 17 hr. The mixture was diluted with ethyl acetate and cooled. Solid was collected and recrystallized from methanol-acetone-ethyl acetate to give 0.3 g of the title compound as a yellow powder: mass spectrum (electrospray, m/e): M+507.9, 509.8, (M+H)+22254.4, 255.1. The reactants are C(C1=CC=CC=C1)=O (benzaldehyde), CN(C=O)C (dimethylformamide), [C-]#N.[Na+] (NaCN), CN(C=O)C (dimethylformamide), C(C1=CC=CC=C1)=CC(C)=O (benzalacetone), CN(C=O)C (dimethylformamide), 31. Run in O (water). Product: crude product, O=C(C(CC(C)=O)C1=CC=CC=C1)C1=CC=CC=C1 (1,4-dioxo-1,2-diphenyl-pentane). Isolated yield 66.6%. Reaction SMILES: [CH:1](=[O:8])[C:2]1[CH:7]=[CH:6][CH:5]=[CH:4][CH:3]=1.CN(C)C=O.[C-]#N.[Na+].[CH:17](=[CH:24][C:25](=[O:27])[CH3:26])[C:18]1[CH:23]=[CH:22][CH:21]=[CH:20][CH:19]=1>O>[O:8]=[C:1]([C:2]1[CH:7]=[CH:6][CH:5]=[CH:4][CH:3]=1)[CH:17]([C:18]1[CH:23]=[CH:22][CH:21]=[CH:20][CH:19]=1)[CH2:24][C:25](=[O:27])[CH3:26] |f:2.3|. Reported procedure: A solution of 21.2 g (0.2 mol) of benzaldehyde and 100 ml of absolute dimethylformamide is added dropwise in the course of 1/2 hour to a mixture of 4.9 g (0.1 mol) of NaCN and 100 ml of absolute dimethylformamide in a manner analgous to Example 3. Stirring is then continued for 11/2 hours at 35° C. A solution of 21.9 g (0.15 mol) of benzalacetone and 100 ml of dimethylformamide is then slowly added dropwise in the course of 31/2 hours at 35° C. Stirring is then continued for 31/2 hours at the sa... The reactants are ice water, ClC1=CC=C(C=C1)C1=CC(=C(C(O1)=O)C(=O)OC)SC (methyl 6-(4-chlorophenyl)-4-(methylthio)-2-oxo-2H-pyran-3-carboxylate), C1(=CC=CC=C1)N1N=C2CCCC(C2=C1)=O (2-phenyl-6,7-dihydro-2H-indazol-4(5H)-one), [OH-].[K+] (KOH), Cl (HCl). The solvent is CN(C)C=O (DMF). Conditions: temperature 25 celsius, time 6 hour. The product is ClC1=CC=C(C=C1)C1=CC(=C(C=2C3=CN(N=C3CCC21)C2=CC=CC=C2)C(=O)OC)SC (methyl 6-(4-chlorophenyl)-8-(methylthio)-2-phenyl-4,5-dihydro-2H-benzo[e]indazole-9-carboxylate). Isolated yield 57.9%. Reaction SMILES: [Cl:1][C:2]1[CH:7]=[CH:6][C:5]([C:8]2O[C:12](=O)[C:11]([C:15]([O:17][CH3:18])=[O:16])=[C:10]([S:19][CH3:20])[CH:9]=2)=[CH:4][CH:3]=1.[C:21]1([N:27]2[CH:35]=[C:34]3[C:29]([CH2:30][CH2:31][CH2:32]C3=O)=[N:28]2)[CH:26]=[CH:25][CH:24]=[CH:23][CH:22]=1.[OH-].[K+].Cl>CN(C=O)C>[Cl:1][C:2]1[CH:7]=[CH:6][C:5]([C:8]2[C:32]3[CH2:31][CH2:30][C:29]4[C:34](=[CH:35][N:27]([C:21]5[CH:22]=[CH:23][CH:24]=[CH:25][CH:26]=5)[N:28]=4)[C:12]=3[C:11]([C:15]([O:17][CH3:18])=[O:16])=[C:10]([S:19][CH3:20])[CH:9]=2)=[CH:4][CH:3]=1 |f:2.3|. Procedure details: A mixture of methyl 6-(4-chlorophenyl)-4-(methylthio)-2-oxo-2H-pyran-3-carboxylate (330 mg, 1 mmol), 2-phenyl-6,7-dihydro-2H-indazol-4(5H)-one (212 mg, 1 mmol) and powdered KOH (84 mg, 1.5 mmol) in dry DMF (5 mL) was stirred at 25° C. for 6 hr. At the end the reaction mixture was poured into ice water with vigorous stirring and finally neutralized with dilute HCl. The solid thus obtained was filtered and purified on a neutral alumina column using 15% chloroform in hexane as eluent to yield 267 m... Starting materials: CN1CCC(=CC1)C1=CNC2=CC=C(C=C12)NC(=S)NC(C1=CC=CC=C1)=O (N-(3-(1-methyl-1,2,3,6-tetrahydropyridin-4-yl)-1H-indol-5-ylcarbamothioyl)benzamide), IC (iodomethane). The solvent is CC(=O)C (acetone). The product is CN1CCC(=CC1)C1=CNC2=CC=C(C=C12)NC(=N)SC (Methyl 3-(1-methyl-1,2,3,6-tetrahydropyridin-4-yl)-1H-indol-5-ylcarbamimidothioate). The yield is 19.1%. As a reaction SMILES: [CH3:1][N:2]1[CH2:7][CH:6]=[C:5]([C:8]2[C:16]3[C:11](=[CH:12][CH:13]=[C:14]([NH:17][C:18]([NH:20]C(=O)C4C=CC=CC=4)=[S:19])[CH:15]=3)[NH:10][CH:9]=2)[CH2:4][CH2:3]1.I[CH3:30]>CC(C)=O>[CH3:1][N:2]1[CH2:7][CH:6]=[C:5]([C:8]2[C:16]3[C:11](=[CH:12][CH:13]=[C:14]([NH:17][C:18]([S:20][CH3:30])=[NH:19])[CH:15]=3)[NH:10][CH:9]=2)[CH2:4][CH2:3]1. Procedure details: A solution of compound 64 (0.2 g, 0.698 mmol) in acetone (10 mL) was treated with iodomethane (0.26 mL, 4.189 mmol) at room temperature and the resulting solution was refluxed for over night (14 h). The reaction was brought to room temperature and solvent was evaporated. The crude was diluted with sat. NaHCO3 solution (10 mL) and compound was extracted into CH2Cl2 (2×20 mL). The combined CH2Cl2 layer was washed with brine (10 mL) and dried (Na2SO4). Solvent was evaporated and crude was purified ... The reactants are CC=1C(=NC=C(C1)C)N1CCN(CC1)C(=O)C1=C(C#N)C=C(C=C1)N1C(NCC1)=O (2-[4-(3,5-dimethylpyridin-2-yl)piperazine-1-carbonyl]-5-(2-oxoimidazolidin-1-yl)benzonitrile), BrCCOC (1-bromo-2-methoxyethane). Yields the product CC=1C(=NC=C(C1)C)N1CCN(CC1)C(=O)C1=C(C#N)C=C(C=C1)N1C(N(CC1)CCOC)=O (2-[4-(3,5-dimethylpyridin-2-yl)piperazine-1-carbonyl]-5-[3-(2-methoxyethyl)-2-oxoimidazolidin-1-yl]benzonitrile). The yield is 73.9%. As a reaction SMILES: [CH3:1][C:2]1[C:3]([N:9]2[CH2:14][CH2:13][N:12]([C:15]([C:17]3[CH:24]=[CH:23][C:22]([N:25]4[CH2:29][CH2:28][NH:27][C:26]4=[O:30])=[CH:21][C:18]=3[C:19]#[N:20])=[O:16])[CH2:11][CH2:10]2)=[N:4][CH:5]=[C:6]([CH3:8])[CH:7]=1.Br[CH2:32][CH2:33][O:34][CH3:35]>>[CH3:1][C:2]1[C:3]([N:9]2[CH2:10][CH2:11][N:12]([C:15]([C:17]3[CH:24]=[CH:23][C:22]([N:25]4[CH2:29][CH2:28][N:27]([CH2:32][CH2:33][O:34][CH3:35])[C:26]4=[O:30])=[CH:21][C:18]=3[C:19]#[N:20])=[O:16])[CH2:13][CH2:14]2)=[N:4][CH:5]=[C:6]([CH3:8])[CH:7]=1. Procedure: Using 2-[4-(3,5-dimethylpyridin-2-yl)piperazine-1-carbonyl]-5-(2-oxoimidazolidin-1-yl)benzonitrile (399 mg) described in Example 434 and 1-bromo-2-methoxyethane (165 mg) and by the reaction and treatment in the same manner as in Example 36, the title compound (337 mg) was obtained.